This data is from the Open Reaction Database (ORD), a public repository of structured organic reaction records. The task is: describe an organic reaction: reactants, conditions, products, and yield Starting materials: C1CCNCC1, C=O, CCO, O=Cc1ccc(O)c(O)c1O. Product: O=Cc1cc(CN2CCCCC2)c(O)c(O)c1O. As a reaction SMILES: [CH2:1]1[CH2:2][CH2:3][NH:4][CH2:5][CH2:6]1.[CH2:7]=[O:8].[CH3:20][CH2:21][OH:22].[OH:9][c:10]1[c:11]([CH:12]=[O:13])[cH:14][cH:15][c:16]([OH:19])[c:17]1[OH:18]>>[CH2:1]1[CH2:2][CH2:3][N:4]([CH2:7][c:15]2[cH:14][c:11]([CH:12]=[O:13])[c:10]([OH:9])[c:17]([OH:18])[c:16]2[OH:19])[CH2:5][CH2:6]1. The reactants are CC#N, O=C1CCC(=O)N1Cl, Fc1cccc(-c2cc(C(F)(F)F)n[nH]2)c1. Yields the product Fc1cccc(-c2[nH]nc(C(F)(F)F)c2Cl)c1. As a reaction SMILES: [CH3:25][C:26]#[N:27].[Cl:17][N:18]1[C:19](=[O:20])[CH2:21][CH2:22][C:23]1=[O:24].[F:1][c:2]1[cH:3][c:4](-[c:8]2[cH:9][c:10]([C:13]([F:14])([F:15])[F:16])[n:11][nH:12]2)[cH:5][cH:6][cH:7]1>>[F:1][c:2]1[cH:3][c:4](-[c:8]2[c:9]([Cl:17])[c:10]([C:13]([F:14])([F:15])[F:16])[n:11][nH:12]2)[cH:5][cH:6][cH:7]1. Reactants: FC=1C=C(C=CC1F)B(O)O (3,4-difluorophenylboronic acid), N1(C=NC=C1)CC=1C=CC(=NC1)Br (5-Imidazol-1-ylmethyl-2-bromopyridine). Yields the product FC=1C=C(C=CC1F)C1=NC=C(C=C1)CN1C=NC=C1 (2-(3,4-Difluoro-phenyl)-5-imidazol-1-ylmethyl-pyridine). RXN SMILES: [F:1][C:2]1[CH:3]=[C:4](B(O)O)[CH:5]=[CH:6][C:7]=1[F:8].[N:12]1([CH2:17][C:18]2[CH:19]=[CH:20][C:21](Br)=[N:22][CH:23]=2)[CH:16]=[CH:15][N:14]=[CH:13]1>>[F:1][C:2]1[CH:3]=[C:4]([C:21]2[CH:20]=[CH:19][C:18]([CH2:17][N:12]3[CH:16]=[CH:15][N:14]=[CH:13]3)=[CH:23][N:22]=2)[CH:5]=[CH:6][C:7]=1[F:8]. Procedure: Synthesized using 3,4-difluorophenylboronic acid (270 mg, 1.68 mmol) and 1a (200 mg, 0.84 mmol) according to Method C. Yellow solid. Yield: 210 mg, 0.77 mmol, 92%. 1H NMR (CDCl3, 500 MHz): δH (ppm)=5.18 (s, 2H), 6.92 (t, J=1.3 Hz, 1H), 7.13 (t, J=1.3 Hz, 1H), 7.25 (ddd, J=9.8, 8.5, 8.2 Hz, 1H), 7.49 (dd, J=8.2, 2.5 Hz, 1H), 7.59 (s, 1H), 7.66 (dd, J=8.3, 0.6 Hz, 1H), 7.69-7.73 (m, 1H), 7.86 (ddd, J=11.4, 7.6, 2.2 Hz, 1H), 8.56 (dd, J=2.3, 0.6 Hz, 1H); 13C NMR (CDCl3, 125 MHz): δC (ppm)=48.0, 116...